describe an organic reaction: reactants, conditions, products, and yield From a dataset of the Open Reaction Database (ORD), a public repository of structured organic reaction records. Starting materials: C(Cl)(Cl)Cl (chloroform), S(=O)(Cl)Cl (thionyl chloride), C1(=CC=CC=C1)C(CN1N=CN=C1)O (1-[2-phenyl-2-hydroxyethyl]-1,2,4-triazole). Run in CN(C=O)C (dimethylformamide). The product is 22.5, Cl.C1(=CC=CC=C1)C(CN1N=CN=C1)Cl (1-[2-phenyl-2-chloroethyl]-1,2,4-triazole hydrochloride). As a reaction SMILES: S(Cl)([Cl:3])=O.[C:5]1([CH:11](O)[CH2:12][N:13]2[CH:17]=[N:16][CH:15]=[N:14]2)[CH:10]=[CH:9][CH:8]=[CH:7][CH:6]=1.C(Cl)(Cl)[Cl:20]>CN(C)C=O>[ClH:3].[C:5]1([CH:11]([Cl:20])[CH2:12][N:13]2[CH:17]=[N:16][CH:15]=[N:14]2)[CH:10]=[CH:9][CH:8]=[CH:7][CH:6]=1 |f:4.5|. Procedure details: 31 parts by weight of thionyl chloride is dripped into 25 parts by weight of 1-[2-phenyl-2-hydroxyethyl]-1,2,4-triazole, 300 parts by weight of chloroform and 1 part by weight of dimethylformamide; the mixture is refluxed until no more gas evolves. After the mixture has been cooled and filtered, the residue is washed with a small amount of chloroform and recrystallized from isopropanol. There is obtained 22.5 parts by weight of 1-[2-phenyl-2-chloroethyl]-1,2,4-triazole hydrochloride; m.p.: 178° ... The reactants are Br, ClCCl, C(=NC1CCCCC1)=NC1CCCCC1, O=C(O)CCCN1CCOCC1, CCCC(C)(c1ccc(F)cc1)c1c(C)c(O)c2c(c1C)OC(C)C1CCC=CC21. Product: Br, CCCC(C)(c1ccc(F)cc1)c1c(C)c(OC(=O)CCCN2CCOCC2)c2c(c1C)OC(C)C1CCC=CC21. As a reaction SMILES: [BrH:31].[CH2:59]([Cl:60])[Cl:61].[CH:44]1([N:45]=[C:46]=[N:47][CH:48]2[CH2:49][CH2:50][CH2:51][CH2:52][CH2:53]2)[CH2:54][CH2:55][CH2:56][CH2:57][CH2:58]1.[O:32]1[CH2:33][CH2:34][N:35]([CH2:38][CH2:39][CH2:40][C:41](=[O:42])[OH:43])[CH2:36][CH2:37]1.[OH:1][c:2]1[c:3]([CH3:30])[c:4]([C:18]([CH2:19][CH2:20][CH3:21])([CH3:22])[c:23]2[cH:24][cH:25][c:26]([F:29])[cH:27][cH:28]2)[c:5]([CH3:17])[c:6]2[c:11]1[CH:10]1[CH:9]([CH:8]([CH3:16])[O:7]2)[CH2:15][CH2:14][CH:13]=[CH:12]1>>[BrH:31].[O:1]([c:2]1[c:3]([CH3:30])[c:4]([C:18]([CH2:19][CH2:20][CH3:21])([CH3:22])[c:23]2[cH:24][cH:25][c:26]([F:29])[cH:27][cH:28]2)[c:5]([CH3:17])[c:6]2[c:11]1[CH:10]1[CH:9]([CH:8]([CH3:16])[O:7]2)[CH2:15][CH2:14][CH:13]=[CH:12]1)[C:41]([CH2:40][CH2:39][CH2:38][N:35]1[CH2:34][CH2:33][O:32][CH2:37][CH2:36]1)=[O:42].